From a dataset of the Open Reaction Database (ORD), a public repository of structured organic reaction records. describe an organic reaction: reactants, conditions, products, and yield The reactants are Fc1cccc(COc2cccc(Br)n2)c1, COCCOC, CCOC(C)=O, OB(O)c1cc(F)ncc1Cl, [Na+], [Na+], O=C([O-])[O-]. Yields the product Fc1cccc(COc2cccc(-c3cc(F)ncc3Cl)n2)c1. RXN SMILES: [Br:1][c:2]1[n:3][c:4]([O:8][CH2:9][c:10]2[cH:11][c:12]([F:16])[cH:13][cH:14][cH:15]2)[cH:5][cH:6][cH:7]1.[CH3:28][O:29][CH2:30][CH2:31][O:32][CH3:33].[CH3:40][CH2:41][O:42][C:43](=[O:44])[CH3:45].[Cl:17][c:18]1[c:19]([B:25]([OH:26])[OH:27])[cH:20][c:21]([F:24])[n:22][cH:23]1.[Na+:34].[Na+:35].[O-:36][C:37](=[O:38])[O-:39]>>[c:2]1(-[c:19]2[c:18]([Cl:17])[cH:23][n:22][c:21]([F:24])[cH:20]2)[n:3][c:4]([O:8][CH2:9][c:10]2[cH:11][c:12]([F:16])[cH:13][cH:14][cH:15]2)[cH:5][cH:6][cH:7]1. As a reaction SMILES: [Cl:1][C:2]1[C:3]2[CH:12]=[CH:11][CH:10]=[CH:9][C:4]=2[S:5][C:6]=1[CH:7]=O.[CH3:13][O:14][C:15](=[O:36])[CH:16]=P(C1C=CC=CC=1)(C1C=CC=CC=1)C1C=CC=CC=1.C([O-])(O)=O.[Na+]>C1(C)C=CC=CC=1>[CH3:13][O:14][C:15](=[O:36])/[CH:16]=[CH:7]/[C:6]1[S:5][C:4]2[CH:9]=[CH:10][CH:11]=[CH:12][C:3]=2[C:2]=1[Cl:1] |f:2.3|. The product is COC(\C=C\C1=C(C2=C(S1)C=CC=C2)Cl)=O ((E)-3-(3-Chloro-benzo[b]thiophen-2-yl)-acrylic acid methyl ester). The reactants are ClC=1C2=C(SC1C=O)C=CC=C2 (3-Chloro-benzo[b]thiophene-2-carbaldehyde), COC(C=P(C1=CC=CC=C1)(C1=CC=CC=C1)C1=CC=CC=C1)=O (methyl(triphenylphosphoranylidene)acetate), C(=O)(O)[O-].[Na+] (NaHCO3). Procedure: A solution of 3.52 g (18.3 mmol) of 13 in 50 mL toluene was treated with methyl(triphenylphosphoranylidene)acetate (7.48 g, 21.9 mmol). After 4 h, saturated NaHCO3 solution (50 mL) was added and the mixture extracted with ethyl acetate (2×75 mL). The combined ethyl acetate solution was washed with brine (50 mL), dried (Na2SO4), filtered and evaporated. Purification by flash chromatography on silica gel (5% ethyl acetate/hexane) provided 3.60 g (14.6 mmol, 80%) of the enoate (14). Reaction conditions: time 4 hour. The solvent is C1(=CC=CC=C1)C (toluene).